From a dataset of the Open Reaction Database (ORD), a public repository of structured organic reaction records. describe an organic reaction: reactants, conditions, products, and yield Starting materials: O1C(CCCC1)OCCCP(OCC1=CC=CC=C1)(OCC1=CC=CC=C1)=O (dibenzyl [3-(tetrahydro-2H-pyran-2-yloxy)propyl]phosphonate), C1(=CC=C(C=C1)S(=O)(=O)[O-])C.[NH+]1=CC=CC=C1 (pyridiniurn p-toluenesulfonate). The solvent is CCO (EtOH). Yields the product OCCCP(OCC1=CC=CC=C1)(OCC1=CC=CC=C1)=O (dibenzyl (3-hydroxypropyl)phosphonate). As a reaction SMILES: O1CCCCC1[O:7][CH2:8][CH2:9][CH2:10][P:11](=[O:28])([O:20][CH2:21][C:22]1[CH:27]=[CH:26][CH:25]=[CH:24][CH:23]=1)[O:12][CH2:13][C:14]1[CH:19]=[CH:18][CH:17]=[CH:16][CH:15]=1.C1(C)C=CC(S([O-])(=O)=O)=CC=1.[NH+]1C=CC=CC=1>CCO>[OH:7][CH2:8][CH2:9][CH2:10][P:11](=[O:28])([O:12][CH2:13][C:14]1[CH:19]=[CH:18][CH:17]=[CH:16][CH:15]=1)[O:20][CH2:21][C:22]1[CH:27]=[CH:26][CH:25]=[CH:24][CH:23]=1 |f:1.2|. Procedure details: A solution of dibenzyl [3-(tetrahydro-2H-pyran-2-yloxy)propyl]phosphonate (3.08 g, 7.62 mmol) and pyridiniurn p-toluenesulfonate (0.191 g, 0.762 mmol) in EtOH (76 mL) was stirred at 55° C. overnight. The reaction mixture was cooled to room temperature and concentrated in vacuo to give the crude product. This was purified by flash chromatography (Biotage Horizon, 40M, Si, ˜30 mL/min, 100% hexanes for 360 mL, gradient to 100% EtOAc in hexanes over 3096 mL, 100% EtOAc for 3888 mL) to afford dibenzy... Starting materials: Cl (hydrochloric acid), OC1=C(C(=O)O)C=CC(=C1)O (2,4-Dihydroxybenzoic acid), C([O-])([O-])=O.[K+].[K+] (potassium carbonate), C(C1=CC=CC=C1)Cl (benzyl chloride), ester, C([O-])([O-])=O.[K+].[K+] (potassium carbonate), C(C1=CC=CC=C1)Cl (benzyl chloride). Solvent: O (water), O (water), S1(=O)(=O)CCCC1 (sulpholane), S1(=O)(=O)CCCC1 (sulpholane). Reaction conditions: temperature 100 celsius, time 20 hour. The product is C(C1=CC=CC=C1)OC1=C(C(=O)O)C=CC(=C1)OCC1=CC=CC=C1 (2,4-dibenzyloxybenzoic acid). Isolated yield 32.3%. Reaction SMILES: [OH:1][C:2]1[CH:10]=[C:9]([OH:11])[CH:8]=[CH:7][C:3]=1[C:4]([OH:6])=[O:5].C(=O)([O-])[O-].[K+].[K+].[CH2:18](Cl)[C:19]1[CH:24]=[CH:23][CH:22]=[CH:21][CH:20]=1.Cl>S1(CCCC1)(=O)=O.O>[CH2:18]([O:1][C:2]1[CH:10]=[C:9]([O:11][CH2:4][C:3]2[CH:7]=[CH:8][CH:9]=[CH:10][CH:2]=2)[CH:8]=[CH:7][C:3]=1[C:4]([OH:6])=[O:5])[C:19]1[CH:24]=[CH:23][CH:22]=[CH:21][CH:20]=1 |f:1.2.3|. Procedure details: 2,4-Dihydroxybenzoic acid (48.0 g), anhydrous potassium carbonate (21.5 g), benzyl chloride (39.4 g) and dry sulpholane (400 ml) were heated together, with stirring, at 100° C. for 20 hours. The mixture was then poured into water (2 liters), the resulting oil was separated and the aqueous layer extracted with diethyl ether (300 ml). The ether extract was evaporated and its residue was combined with the said oil layer and washed with water (500 ml) to remove sulpholane, and then was washed with b... Starting materials: C(C)(C)(C)OC(=O)N(C(C)(C(=O)O)C)C (N-(tert-butoxycarbonyl)-N,2-dimethylalanine). Run in C1CCOC1 (THF), C1CCOC1 (THF). Run at temperature 45 celsius, time 8 hour. Product: OCC(C)(C)N(C(OC(C)(C)C)=O)C (tert-butyl (2-hydroxy-1,1-dimethylethyl)methylcarbamate). RXN SMILES: [C:1]([O:5][C:6]([N:8]([CH3:15])[C:9]([CH3:14])([C:11](O)=[O:12])[CH3:10])=[O:7])([CH3:4])([CH3:3])[CH3:2]>C1COCC1>[OH:12][CH2:11][C:9]([N:8]([CH3:15])[C:6](=[O:7])[O:5][C:1]([CH3:4])([CH3:3])[CH3:2])([CH3:10])[CH3:14]. Procedure: A solution of N-(tert-butoxycarbonyl)-N,2-dimethylalanine in THF (0.17 M) was treated at RT with BH3-DMS complex in THF (10 eq., 2M) and the mixture was stirred at 45° C. for 8 h. The reaction was carefully quenched with H2O and the pH adjusted to 9 with 2M aq. Na2CO3. The mixture was then extracted with EtOAc and washed with brine. After drying over Na2SO4, the crude material was purified by FC (10-50% EtOAc in PE) to afford the product. (ES+) m/z 204 (M+H)+. Starting materials: O=C1CCC(=O)N1Br, C=C(C)c1ccccc1, ClC(Cl)(Cl)Cl, O=C(OOC(=O)c1ccccc1)c1ccccc1. Yields the product C=C(CBr)c1ccccc1. RXN SMILES: [Br:1][N:2]1[C:3](=[O:4])[CH2:5][CH2:6][C:7]1=[O:8].[C:27](=[CH2:28])([CH3:29])[c:30]1[cH:31][cH:32][cH:33][cH:34][cH:35]1.[C:36]([Cl:37])([Cl:38])([Cl:39])[Cl:40].[C:9]([O:10][O:11][C:12](=[O:13])[c:14]1[cH:15][cH:16][cH:17][cH:18][cH:19]1)(=[O:20])[c:21]1[cH:22][cH:23][cH:24][cH:25][cH:26]1>>[Br:1][CH2:28][C:27](=[CH2:29])[c:30]1[cH:31][cH:32][cH:33][cH:34][cH:35]1.